From a dataset of the Open Reaction Database (ORD), a public repository of structured organic reaction records. describe an organic reaction: reactants, conditions, products, and yield Reactants: OC=1C=C(C=CC1)C1=C(C=NC2=C(C=CC=C12)C(F)(F)F)C(=O)C1=CC=CC=C1 ([4-(3-hydroxyphenyl)-8-(trifluoromethyl)quinolin-3-yl](phenyl)methanone), BrCC1=CC(=CC=C1)C (1-Bromomethyl-3-methylbenzene). Yields the product CC=1C=C(COC=2C=C(C=CC2)C2=C(C=NC3=C(C=CC=C23)C(F)(F)F)C(=O)C2=CC=CC=C2)C=CC1 ([4-{3-[(3-METHYLBENZYL)OXY]PHENYL}-8-(TRIFLUOROMETHYL)QUINOLIN-3-Yl](PHENYL)-METHANONE). Reaction SMILES: [OH:1][C:2]1[CH:3]=[C:4]([C:8]2[C:17]3[C:12](=[C:13]([C:18]([F:21])([F:20])[F:19])[CH:14]=[CH:15][CH:16]=3)[N:11]=[CH:10][C:9]=2[C:22]([C:24]2[CH:29]=[CH:28][CH:27]=[CH:26][CH:25]=2)=[O:23])[CH:5]=[CH:6][CH:7]=1.Br[CH2:31][C:32]1[CH:37]=[CH:36][CH:35]=[C:34]([CH3:38])[CH:33]=1>>[CH3:31][C:32]1[CH:33]=[C:34]([CH:35]=[CH:36][CH:37]=1)[CH2:38][O:1][C:2]1[CH:3]=[C:4]([C:8]2[C:17]3[C:12](=[C:13]([C:18]([F:21])([F:19])[F:20])[CH:14]=[CH:15][CH:16]=3)[N:11]=[CH:10][C:9]=2[C:22]([C:24]2[CH:25]=[CH:26][CH:27]=[CH:28][CH:29]=2)=[O:23])[CH:5]=[CH:6][CH:7]=1. Procedure details: The title compound was prepared from [4-(3-hydroxyphenyl)-8-(trifluoromethyl)quinolin-3-yl](phenyl)methanone and 1-Bromomethyl-3-methylbenzene following the procedure of Example 478: MS (ESI) m/z 498. The reactants are C(#C)C(O)C1=CC(=C(C=C1)OCCC)C(C)(C)C (α-ethynyl-3-tert-butyl-4-(propyloxy)benzenemethanol), OC1=C(C(=O)OC)C=CC(=C1)I (methyl 2-hydroxy-4-iodobenzoate). Product: OC(C#CC1=CC=C(C(=O)OC)C=C1)C1=CC(=C(C=C1)OCCC)C(C)(C)C (methyl 4-[3-hydroxy-3-(3-tert-butyl-4-propyloxyphenyl)-1-propynyl]benzoate). Isolated yield 86.3%. RXN SMILES: [C:1]([CH:3]([C:5]1[CH:10]=[CH:9][C:8]([O:11][CH2:12][CH2:13][CH3:14])=[C:7]([C:15]([CH3:18])([CH3:17])[CH3:16])[CH:6]=1)[OH:4])#[CH:2].O[C:20]1[CH:29]=[C:28](I)[CH:27]=[CH:26][C:21]=1[C:22]([O:24][CH3:25])=[O:23]>>[OH:4][CH:3]([C:5]1[CH:10]=[CH:9][C:8]([O:11][CH2:12][CH2:13][CH3:14])=[C:7]([C:15]([CH3:17])([CH3:16])[CH3:18])[CH:6]=1)[C:1]#[C:2][C:28]1[CH:27]=[CH:26][C:21]([C:22]([O:24][CH3:25])=[O:23])=[CH:20][CH:29]=1. Procedure: Following the basic procedure of Example 11(d), by reacting 3.3 g (13.4 mmol) of α-ethynyl-3-tert-butyl-4-(propyloxy)benzenemethanol with 3.8 g (13.4 mmol) of methyl 2-hydroxy-4-iodobenzoate, 4.4 g (83%) of methyl 4-[3-hydroxy-3-(3-tert-butyl-4-propyloxyphenyl)-1-propynyl]benzoate were obtained in the form of a dark brown oil. Reactants: O (H2O), [CH-]1C=CC2=CC=CC=C12.[Li+] (Lithium indenide), COS(=O)(=O)OC (dimethylsulfate). Run in C(C)OCC (diethylether), C(C)OCC (diethylether). Yields the product CC1=CCC2=CC=CC=C12 (3-Methylindene). The yield is 94.6%. Reaction SMILES: [CH-:1]1[C:9]2[C:4](=[CH:5][CH:6]=[CH:7][CH:8]=2)[CH:3]=[CH:2]1.[Li+].[CH3:11]OS(OC)(=O)=O.O>C(OCC)C>[CH3:11][C:1]1[C:9]2[C:4](=[CH:5][CH:6]=[CH:7][CH:8]=2)[CH2:3][CH:2]=1 |f:0.1|. Procedure details: Lithium indenide (9.60 g, 0.0786 moles) in diethylether (100 mL) was added dropwise to a solution of dimethylsulfate (9.91 g, 0.0786 moles) in diethylether (125 mL) over a period of 15 minutes. After the addition was complete, H2O (150 mL) was added to the reaction. The organic layer was then separated and washed with H2O (2×100 mL). Drying over MgSO4 followed by filtration and solvent removal yielded the desired product as a yellow oil (9.68 g, 94.7 percent). Yields the product Cc1cc(C(=O)NCOCC(=O)O)ncc1C(c1cc(F)ccc1F)S(=O)(=O)c1ccc(F)cc1. As a reaction SMILES: [ClH:41].[F:1][c:2]1[c:3]([CH:9]([c:10]2[c:11]([CH3:27])[cH:12][c:13]([C:16](=[O:17])[NH:18][CH2:19][O:20][CH2:21][C:22](=[O:23])[O:24][CH2:25][CH3:26])[n:14][cH:15]2)[S:28](=[O:29])(=[O:30])[c:31]2[cH:32][cH:33][c:34]([F:37])[cH:35][cH:36]2)[cH:4][c:5]([F:8])[cH:6][cH:7]1.[Li+:40].[O:42]1[CH2:43][CH2:44][CH2:45][CH2:46]1.[OH-:39].[OH2:38].[OH2:47]>>[F:1][c:2]1[c:3]([CH:9]([c:10]2[c:11]([CH3:27])[cH:12][c:13]([C:16](=[O:17])[NH:18][CH2:19][O:20][CH2:21][C:22](=[O:23])[OH:24])[n:14][cH:15]2)[S:28](=[O:29])(=[O:30])[c:31]2[cH:32][cH:33][c:34]([F:37])[cH:35][cH:36]2)[cH:4][c:5]([F:8])[cH:6][cH:7]1. The reactants are Cl, CCOC(=O)COCNC(=O)c1cc(C)c(C(c2cc(F)ccc2F)S(=O)(=O)c2ccc(F)cc2)cn1, [Li+], C1CCOC1, [OH-], O, O. Starting materials: ice, C(=O)(O)[O-].[Na+] (NaHCO3), [O-]S(=O)[O-].[Na+].[Na+] (Na2SO3), ClS(=O)(=O)N=C=O (chlorosulfonyl isocyanate), C(C)(=O)OC=CCCC (pent-1-enyl acetate). The solvent is O (water), C(Cl)Cl (methylene chloride). Conditions: time 5 day. Product: C(C)(=O)O[C@H]1[C@@H](C(N1)=O)CCC (trans 4-acetoxy-3-n-propylazetidin-2-one). Isolated yield 3.4%. Reaction SMILES: ClS([N:5]=[C:6]=[O:7])(=O)=O.[C:8]([O:11][CH:12]=[CH:13][CH2:14][CH2:15][CH3:16])(=[O:10])[CH3:9].C([O-])(O)=O.[Na+].[O-]S([O-])=O.[Na+].[Na+]>C(Cl)Cl.O>[C:8]([O:11][C@@H:12]1[NH:5][C:6](=[O:7])[C@H:13]1[CH2:14][CH2:15][CH3:16])(=[O:10])[CH3:9] |f:2.3,4.5.6|. Procedure: Eight hundred microliters of chlorosulfonyl isocyanate was added to a solution of 1.28 g (10 mM) pent-1-enyl acetate in 5 ml methylene chloride at 0° under nitrogen. After stirring at 0° 5 days, the reaction mixture was added dropwise to a mixture of 5 g ice, 1.15 ml water, 2.82 g NaHCO3 and 1.0 g Na2SO3 and stirred at 0° for 30 minutes. The mixture was extracted with 2×25 ml methylene choride and the combined organic phases washed with brine, dried over MgSO4, and concentrated in vacuo. The res... Reactants: [Li]CCCC, CI, C1CCOC1, O, O=C(O)c1ccsc1. Yields the product Cc1sccc1C(=O)O. Reaction SMILES: [CH2:9]([Li:10])[CH2:11][CH2:12][CH3:13].[I:14][CH3:15].[O:17]1[CH2:18][CH2:19][CH2:20][CH2:21]1.[OH2:16].[s:1]1[cH:2][c:3]([C:6](=[O:7])[OH:8])[cH:4][cH:5]1>>[s:1]1[c:2]([CH3:9])[c:3]([C:6](=[O:7])[OH:8])[cH:4][cH:5]1.